From a dataset of the Open Reaction Database (ORD), a public repository of structured organic reaction records. describe an organic reaction: reactants, conditions, products, and yield The reactants are ClC1=CC=C(C=C1)C=1C(NN=CC1C1=CC=C(C=C1)S(=O)(=O)C)=O (4-(4-chlorophenyl)-5-[4-(methylsulfonyl)phenyl]-3(2H)-pyridazinone), FC1=CC=C(C=C1)I (1-fluoro-4-iodobenzene), N (NH3). The product is FC1=CC=C(C=C1)N1N=CC(=C(C1=O)C1=CC=C(C=C1)Cl)C1=CC=C(C=C1)S(=O)(=O)C (2-(4-Fluorophenyl)-4-(4-chlorophenyl)-5-[4-(methylsulfonyl)phenyl]-3(2H)-pyridazinone). RXN SMILES: [Cl:1][C:2]1[CH:7]=[CH:6][C:5]([C:8]2[C:9](=[O:24])[NH:10][N:11]=[CH:12][C:13]=2[C:14]2[CH:19]=[CH:18][C:17]([S:20]([CH3:23])(=[O:22])=[O:21])=[CH:16][CH:15]=2)=[CH:4][CH:3]=1.[F:25][C:26]1[CH:31]=[CH:30][C:29](I)=[CH:28][CH:27]=1.N>>[F:25][C:26]1[CH:31]=[CH:30][C:29]([N:10]2[C:9](=[O:24])[C:8]([C:5]3[CH:6]=[CH:7][C:2]([Cl:1])=[CH:3][CH:4]=3)=[C:13]([C:14]3[CH:19]=[CH:18][C:17]([S:20]([CH3:23])(=[O:22])=[O:21])=[CH:16][CH:15]=3)[CH:12]=[N:11]2)=[CH:28][CH:27]=1. Procedure details: The title compound was prepared according to the method of Example 93, starting with 4-(4-chlorophenyl)-5-[4-(methylsulfonyl)phenyl]-3(2H)-pyridazinone in place of 4-(4-fluorophenyl)-5-[4-(methylsulfonyl)phenyl]-3(2H)-pyridazinone and substituting 1-fluoro-4-iodobenzene in place of 4-bromothioanisole (yield: 245 mg, 54%). mp 195-197° C. 1H NMR (300 MHz, CDCl3) δ 3.08 (s, 3H), 7.19 (m, 4H), 7.25 (m, 2H), 7.41 (d, J=9 Hz, 2H), 7.70 (m, 2H), 7.95 (d, J=9 Hz, 2H), 8.01 (s, 1H). MS (DCI/NH3) m/z 455 ...